From a dataset of the Open Reaction Database (ORD), a public repository of structured organic reaction records. describe an organic reaction: reactants, conditions, products, and yield The reactants are [K+].[Br-] (KBr), cyanohydrin, NC=1C=CC(=CC1O)C (6-amino-m-cresol), C(C1=CC=CC=C1)OC(=O)N[C@H](C(O)C=1OC2=C(N1)C=CC=C2)C ((2S)-2-(benzyloxycarbonylamino)-1-benzo[d][1,3]oxazol-2-yl-1-propanol). The solvent is hexanes, CCOC(=O)C (EtOAc). Yields the product C(C1=CC=CC=C1)OC(=O)N[C@H](C(O)C=1OC2=C(N1)C=CC(=C2)C)C ((2S)-2-(benzyloxycarbonylamino)-1-(6-methylbenzo[d][1,3]oxazol-2-yl)-1-propanol). The yield is 71.0%. Reaction SMILES: [NH2:1][C:2]1[CH:3]=[CH:4][C:5]([CH3:9])=[CH:6][C:7]=1[OH:8].[CH2:10]([O:17][C:18]([NH:20][C@@H:21]([CH3:33])[CH:22]([C:24]1OC2C=CC=CC=2N=1)[OH:23])=[O:19])[C:11]1[CH:16]=[CH:15][CH:14]=[CH:13][CH:12]=1.[K+].[Br-]>CCOC(C)=O>[CH2:10]([O:17][C:18]([NH:20][C@@H:21]([CH3:33])[CH:22]([C:24]1[O:8][C:7]2[CH:6]=[C:5]([CH3:9])[CH:4]=[CH:3][C:2]=2[N:1]=1)[OH:23])=[O:19])[C:11]1[CH:16]=[CH:15][CH:14]=[CH:13][CH:12]=1 |f:2.3|. Procedure details: This material was prepared as a 1:1 mixture of isomers in 71% yield from the above cyanohydrin (1.44 g, 6.15 mmol) and 6-amino-m-cresol (832 mg, 6.77 mmol) using the procedure described above for compound 16. An analytical sample was obtained by recrystallization from EtOAc in hexanes (8:1 mixture of isomers). mp: 108-109° C.; IR (KBr) υ 1692 cm−1; 1H-NMR (400 MHz, CDCl3) δ 7.54 (d, J=8.3 Hz, 1H), 7.36-7.10 (m, 7H), 5.40 and 5.32 (d, J=8.9 and 8.9 Hz, 1H), 5.14-4.85 (m, 3H), 4.42-4.28 (m, 2H), 2... Starting materials: C(C)(C)(C)OC(NC1=C(C=C(C=C1)C#C)[N+](=O)[O-])=O ((4-Ethynyl-2-nitro-phenyl)-carbamic acid tert.-butyl ester), BrC1=NC=CC=C1 (2-bromopyridine). The product is C(C)(C)(C)OC(NC1=C(C=C(C=C1)C#CC1=NC=CC=C1)[N+](=O)[O-])=O ((2-Nitro-4-pyridin-2-ylethynyl-phenyl)-carbamic acid tert.-butyl ester). Isolated yield 86.3%. RXN SMILES: [C:1]([O:5][C:6](=[O:19])[NH:7][C:8]1[CH:13]=[CH:12][C:11]([C:14]#[CH:15])=[CH:10][C:9]=1[N+:16]([O-:18])=[O:17])([CH3:4])([CH3:3])[CH3:2].Br[C:21]1[CH:26]=[CH:25][CH:24]=[CH:23][N:22]=1>>[C:1]([O:5][C:6](=[O:19])[NH:7][C:8]1[CH:13]=[CH:12][C:11]([C:14]#[C:15][C:21]2[CH:26]=[CH:25][CH:24]=[CH:23][N:22]=2)=[CH:10][C:9]=1[N+:16]([O-:18])=[O:17])([CH3:4])([CH3:2])[CH3:3]. Procedure details: Prepared from (4-ethynyl-2-nitro-phenyl)-carbamic acid tert.-butyl ester (Example F2) (262 mg, 1.0 mmol) and 2-bromopyridine (0.15 mL, 1.6 mmol) according to the general procedure F. Obtained as a yellow solid (293 mg). Starting materials: Cl (Hydrogen chloride), CC(CC=1N=C(N(C1)S(=O)(=O)N(C)C)C(CC1=CC=C(C=C1)N1N=CC=C1)(C)O)(C)C (4-(2,2-dimethylpropyl)-2-{1-hydroxy-1-methyl-2-[4-(1H-pyrazol-1-yl)phen yl]ethyl}-N,N-dimethyl-1H-imidazole-1-sulfonamide). Run in CO (methanol). Run at temperature 80 celsius, time 2 hour. Product: CC(CC=1N=C(NC1)C(CC1=CC=C(C=C1)N1N=CC=C1)(C)O)(C)C (2-[4-(2,2-dimethylpropyl)-1H-imidazol-2-yl]-1-[4-(1H-pyrazol-1-yl)phenyl]propan-2-ol). Reaction SMILES: Cl.[CH3:2][C:3]([CH3:32])([CH3:31])[CH2:4][C:5]1[N:6]=[C:7]([C:16]([OH:30])([CH3:29])[CH2:17][C:18]2[CH:23]=[CH:22][C:21]([N:24]3[CH:28]=[CH:27][CH:26]=[N:25]3)=[CH:20][CH:19]=2)[N:8](S(N(C)C)(=O)=O)[CH:9]=1>CO>[CH3:2][C:3]([CH3:32])([CH3:31])[CH2:4][C:5]1[N:6]=[C:7]([C:16]([OH:30])([CH3:29])[CH2:17][C:18]2[CH:23]=[CH:22][C:21]([N:24]3[CH:28]=[CH:27][CH:26]=[N:25]3)=[CH:20][CH:19]=2)[NH:8][CH:9]=1. Procedure: Hydrogen chloride (4 M in 1,4-dioxane) (0.25 mL, 1 mmol) was added to an ambient temperature solution of 4-(2,2-dimethylpropyl)-2-{1-hydroxy-1-methyl-2-[4-(1H-pyrazol-1-yl)phen yl]ethyl}-N,N-dimethyl-1H-imidazole-1-sulfonamide (25 mg, 0.06 mmol) in methanol (2 mL). After stirring at 80° C. for 2 h, volatiles were removed in vacuo. The residue was partitioned between 1 N hydrochloric acid and diethyl ether. The aqueous phase was basified with 4 N aqueous sodium hydroxide and extracted with ethyl ... Reaction SMILES: Cl.[Cl:2][C:3]1[CH:8]=[CH:7][C:6]([CH2:9][N:10]([C:12]2[CH:17]=[CH:16][C:15]([O:18][CH3:19])=[CH:14][CH:13]=2)N)=[CH:5][CH:4]=1.O=[C:21]([CH2:29][CH3:30])[CH2:22][CH2:23][CH2:24][C:25]([O:27]C)=[O:26]>C(O)C>[Cl:2][C:3]1[CH:8]=[CH:7][C:6]([CH2:9][N:10]2[C:12]3[C:17](=[CH:16][C:15]([O:18][CH3:19])=[CH:14][CH:13]=3)[C:29]([CH3:30])=[C:21]2[CH2:22][CH2:23][CH2:24][C:25]([OH:27])=[O:26])=[CH:5][CH:4]=1 |f:0.1|. Procedure details: Following the procedure of Example 2, but using 1-[(4-chlorophenyl)methyl]-1-(4-methoxyphenyl)hydrazine hydrochloride and methyl 5-oxoheptanoate as the starting materials and ethanol as the solvent, the title compound was prepared. Yields the product ClC1=CC=C(CN2C(=C(C3=CC(=CC=C23)OC)C)CCCC(=O)O)C=C1 (1-(4-Chlorobenzyl)-3-methyl-5-methoxy-2-(3-carboxypropyl)indole). The solvent is C(C)O (ethanol). Starting materials: Cl.ClC1=CC=C(C=C1)CN(N)C1=CC=C(C=C1)OC (1-[(4-chlorophenyl)methyl]-1-(4-methoxyphenyl)hydrazine hydrochloride), O=C(CCCC(=O)OC)CC (methyl 5-oxoheptanoate).